Task: describe an organic reaction: reactants, conditions, products, and yield. Dataset: the Open Reaction Database (ORD), a public repository of structured organic reaction records Starting materials: ClC12C(C(CCC2O1)(Cl)Cl)C (1,3,3-trichloro-2-methyl-7-oxabicyclo[4.1.0]heptane), Cl (HCl). Solvent: CN(C)C=O (DMF). Yields the product ClC=1C(=C(C=CC1)O)C (3-chloro-2-methylphenol). Isolated yield 89.2%. As a reaction SMILES: Cl[C:2]12[O:8][CH:7]1[CH2:6][CH2:5][C:4](Cl)([Cl:9])[CH:3]2[CH3:11].Cl>CN(C=O)C>[Cl:9][C:4]1[C:3]([CH3:11])=[C:2]([OH:8])[CH:7]=[CH:6][CH:5]=1. Procedure details: 2 g (9.28 mmol) of epoxide 2h in solution in 5 cm3 of anhydrous DMF were heated to reflux for 3 h. The solution was acidified (pH=1) with 3N HCl, extracted with ether (4×25 cm3), dried over MgSO4, filtered and evaporated down. The crude product obtained was purified by flash chromatography on silica (eluent: ether/petroleum ether=5/95). 1.18 g of phenol 4e were obtained (macrobore GC purity>96%). The yield of compound 4e was 89%. Reactants: [OH-].C(CCC)[N+](CCCC)(CCCC)CCCC (Tetra(n-butyl)ammonium hydroxide), N1C(=O)NC(=O)C(C)=C1 (thymine). Run in CN(C=O)C (dimethylformamide). Conditions: time 10 minute. Yields the product C(CCC)[N+](CCCC)(CCCC)CCCC (tetra(n-butyl)ammonium), N1C(=O)NC(=O)C(C)=C1 (thymine). Reaction SMILES: [OH-].[CH2:2]([N+:6]([CH2:15][CH2:16][CH2:17][CH3:18])([CH2:11][CH2:12][CH2:13][CH3:14])[CH2:7][CH2:8][CH2:9][CH3:10])[CH2:3][CH2:4][CH3:5].[NH:19]1[CH:27]=[C:25]([CH3:26])[C:23](=[O:24])[NH:22][C:20]1=[O:21]>CN(C)C=O>[CH2:15]([N+:6]([CH2:2][CH2:3][CH2:4][CH3:5])([CH2:7][CH2:8][CH2:9][CH3:10])[CH2:11][CH2:12][CH2:13][CH3:14])[CH2:16][CH2:17][CH3:18].[NH:19]1[CH:27]=[C:25]([CH3:26])[C:23](=[O:24])[NH:22][C:20]1=[O:21] |f:0.1|. Procedure: 1.5M Tetra(n-butyl)ammonium hydroxide (4.22 ml., 6.335 mole) was added to a suspension of thymine (0.913 g., 7.24 mole) in dimethylformamide (15 ml. ). The mixture was stirred for 10 minutes, and the dimethylformamide was removed in vacuo. Additional dimethylformamide (20 ml. ) was added to the white residue, and removed in vacuo. This process was repeated four times and the residue was dried under a vacuum (0.1 mm) at 50° C. overnight affording the tetra(n-butyl)ammonium salt of thymine. The reactants are C1=C(C=CC2=CC=CC=C12)C(O)([C@H]1NCCC1)C1=CC2=CC=CC=C2C=C1 ((S)-dinaphthalen-2-ylpyrrolidin-2-ylmethanol), [NH4+].[Cl-] (NH4Cl), S(=O)(=O)(C)Cl (mesyl chloride), C(C=C)(=O)OCCCCCCOC1=CC=C(C(=O)O)C=C1 (4-(6-acryloyloxyhexyloxy)benzoic acid). Run in C1CCOC1 (THF), C1CCOC1 (THF), C1CCOC1 (THF), C(C)N(CC)CC (triethylamine). Run at temperature -20 celsius, time 60 minute. Yields the product OC([C@H]1N(CCC1)C(=O)C1=CC=C(OCCCCCCOC(C=C)=O)C=C1)(C1=CC2=CC=CC=C2C=C1)C1=CC2=CC=CC=C2C=C1 (acrylic acid (S)-6-[4-[2-(hydroxydinaphthalen-2-ylmethyl)pyrrolidine-1-carbonyl]phenoxy]hexyl ester). Reaction SMILES: S(Cl)(C)(=O)=O.[C:6]([O:10][CH2:11][CH2:12][CH2:13][CH2:14][CH2:15][CH2:16][O:17][C:18]1[CH:26]=[CH:25][C:21]([C:22]([OH:24])=O)=[CH:20][CH:19]=1)(=[O:9])[CH:7]=[CH2:8].[CH:27]1[C:36]2[C:31](=[CH:32][CH:33]=[CH:34][CH:35]=2)[CH:30]=[CH:29][C:28]=1[C:37]([C:44]1[CH:53]=[CH:52][C:51]2[C:46](=[CH:47][CH:48]=[CH:49][CH:50]=2)[CH:45]=1)([C@@H:39]1[CH2:43][CH2:42][CH2:41][NH:40]1)[OH:38].[NH4+].[Cl-]>C1COCC1.C(N(CC)CC)C>[OH:38][C:37]([C:28]1[CH:29]=[CH:30][C:31]2[C:36](=[CH:35][CH:34]=[CH:33][CH:32]=2)[CH:27]=1)([C:44]1[CH:53]=[CH:52][C:51]2[C:46](=[CH:47][CH:48]=[CH:49][CH:50]=2)[CH:45]=1)[C@@H:39]1[CH2:43][CH2:42][CH2:41][N:40]1[C:22]([C:21]1[CH:20]=[CH:19][C:18]([O:17][CH2:16][CH2:15][CH2:14][CH2:13][CH2:12][CH2:11][O:10][C:6](=[O:9])[CH:7]=[CH2:8])=[CH:26][CH:25]=1)=[O:24] |f:3.4|. Procedure: A solution of mesyl chloride (0.1 ml) in 1 ml of dry THF is added dropwise under argon over a period of 15 minutes to a cooled (−20° C.) solution of 4-(6-acryloyloxyhexyloxy)benzoic acid (0.38 g) and triethylamine (0.52 ml) in 10 ml of dry THF. The obtained reaction mixture is stirred for 60 min at −20° C. then treated with a solution of (S)-dinaphthalen-2-ylpyrrolidin-2-ylmethanol (0.46 g) in 5 ml of dry THF and further stirred at −20° C. for 2 h. The reaction mixture is then allowed to warm to... The reactants are CN(C)C=O, CN(C)C(CCO)C1(c2ccc(Cl)cc2)CCC1, ClCCl, O, O=S(Cl)Cl. Product: COCCC(N(C)C)C1(c2ccc(Cl)cc2)CCC1. RXN SMILES: [CH3:27][N:28]([CH3:29])[CH:30]=[O:31].[Cl:1][c:2]1[cH:3][cH:4][c:5]([C:8]2([CH:12]([CH2:13][CH2:14][OH:15])[N:16]([CH3:17])[CH3:18])[CH2:9][CH2:10][CH2:11]2)[cH:6][cH:7]1.[Cl:24][CH2:25][Cl:26].[OH2:23].[S:19]([Cl:20])([Cl:21])=[O:22]>>[Cl:1][c:2]1[cH:3][cH:4][c:5]([C:8]2([CH:12]([CH2:13][CH2:14][O:15][CH3:25])[N:16]([CH3:17])[CH3:18])[CH2:9][CH2:10][CH2:11]2)[cH:6][cH:7]1. As a reaction SMILES: [Cl:1][c:2]1[cH:3][c:4]([C:5]#[N:6])[cH:7][c:8]([O:10][c:11]2[c:12]([Cl:29])[cH:13][cH:14][c:15]3[n:16]([CH2:20][c:21]4[cH:22][cH:23][c:24]([O:25][CH3:26])[cH:27][cH:28]4)[n:17][n:18][c:19]23)[cH:9]1.[F:30][C:31]([F:32])([F:33])[C:34]([OH:35])=[O:36]>>[Cl:1][c:2]1[cH:3][c:4]([C:5]#[N:6])[cH:7][c:8]([O:10][c:11]2[c:12]([Cl:29])[cH:13][cH:14][c:15]3[nH:16][n:17][n:18][c:19]23)[cH:9]1. Product: N#Cc1cc(Cl)cc(Oc2c(Cl)ccc3[nH]nnc23)c1. Reactants: COc1ccc(Cn2nnc3c(Oc4cc(Cl)cc(C#N)c4)c(Cl)ccc32)cc1, O=C(O)C(F)(F)F.